From a dataset of the Open Reaction Database (ORD), a public repository of structured organic reaction records. describe an organic reaction: reactants, conditions, products, and yield Reactants: O=C(NC1CCNCC1)c1ccccc1, CCO, C=CC(=O)CO. Product: O=C(CO)CCN1CCC(NC(=O)c2ccccc2)CC1. Reaction SMILES: [C:1]([c:2]1[cH:3][cH:4][cH:5][cH:6][cH:7]1)(=[O:8])[NH:9][CH:10]1[CH2:11][CH2:12][NH:13][CH2:14][CH2:15]1.[CH3:22][CH2:23][OH:24].[OH:16][CH2:17][C:18](=[O:19])[CH:20]=[CH2:21]>>[C:1]([c:2]1[cH:3][cH:4][cH:5][cH:6][cH:7]1)(=[O:8])[NH:9][CH:10]1[CH2:11][CH2:12][N:13]([CH2:21][CH2:20][C:18]([CH2:17][OH:16])=[O:19])[CH2:14][CH2:15]1.